Dataset: the Open Reaction Database (ORD), a public repository of structured organic reaction records. Task: describe an organic reaction: reactants, conditions, products, and yield The reactants are CC(c1ccc(Cl)cc1)N1C(=O)c2cc(I)ccc2N(CCCCC(=O)OC(C)(C)C)C(=O)C1c1ccc(Cl)cc1O, CC(c1ccc(Cl)cc1)N1C(=O)c2ccccc2N(CCCCC(=O)O)C(=O)C1c1ccc(Cl)cc1O. Yields the product CC(c1ccc(Cl)cc1)N1C(=O)c2cc(I)ccc2N(CCCCC(=O)O)C(=O)C1c1ccc(Cl)cc1O. Reaction SMILES: [C:1]([CH3:2])([CH3:3])([CH3:4])[O:5][C:6]([CH2:7][CH2:8][CH2:9][CH2:10][N:11]1[C:12](=[O:41])[CH:13]([c:33]2[c:34]([OH:40])[cH:35][c:36]([Cl:39])[cH:37][cH:38]2)[N:14]([CH:24]([CH3:25])[c:26]2[cH:27][cH:28][c:29]([Cl:32])[cH:30][cH:31]2)[C:15](=[O:23])[c:16]2[c:17]1[cH:18][cH:19][c:20]([I:22])[cH:21]2)=[O:42].[Cl:43][c:44]1[cH:45][cH:46][c:47]([CH:48]2[N:49]([CH:50]([c:51]3[cH:52][cH:53][c:54]([Cl:55])[cH:56][cH:57]3)[CH3:58])[C:59](=[O:60])[c:61]3[cH:62][cH:63][cH:64][cH:65][c:66]3[N:67]([CH2:68][CH2:69][CH2:70][CH2:71][C:72]([OH:73])=[O:74])[C:75]2=[O:76])[c:77]([OH:78])[cH:79]1>>[O:5]=[C:6]([CH2:7][CH2:8][CH2:9][CH2:10][N:11]1[C:12](=[O:41])[CH:13]([c:33]2[c:34]([OH:40])[cH:35][c:36]([Cl:39])[cH:37][cH:38]2)[N:14]([CH:24]([CH3:25])[c:26]2[cH:27][cH:28][c:29]([Cl:32])[cH:30][cH:31]2)[C:15](=[O:23])[c:16]2[c:17]1[cH:18][cH:19][c:20]([I:22])[cH:21]2)[OH:42]. Reactants: COC1=C2C(C(NC2=CC(=C1)OC)=O)=O (4,6-dimethoxyisatin), carboxyl, [OH-].[Na+] (sodium hydroxide), OO (hydrogen peroxide), CCN=C=NCCCN(C)C.C=1C=CC2=C(C1)N=NN2O (EDCI HOBt). Yields the product NC1=C(C(=O)N)C(=CC(=C1)OC)OC (2-amino-4,6-dimethoxybenzamide). As a reaction SMILES: [CH3:1][O:2][C:3]1[CH:11]=[C:10]([O:12][CH3:13])[CH:9]=[C:8]2[C:4]=1[C:5](=[O:15])C(=O)[NH:7]2.[OH-].[Na+].OO.CC[N:22]=C=NCCCN(C)C.C1C=CC2N(O)N=NC=2C=1>>[NH2:7][C:8]1[CH:9]=[C:10]([O:12][CH3:13])[CH:11]=[C:3]([O:2][CH3:1])[C:4]=1[C:5]([NH2:22])=[O:15] |f:1.2,4.5|. Procedure: 2-Amino-4,6-dimethoxybenzamide has been prepared from 4,6-dimethoxyisatoic anhydride. The 4,6-dimethoxyisatoic anhydride was, in turn, prepared by a reaction of 4,6-dimethoxyanthranilic acid with phosgene (U.S. Pat. No. 4,191,840 and Org. Synth. 1947, 27, 45). A different route converts 3,5-dimethoxyaniline to its hydrochloride salt, after which the salt is reacted with oxalyl chloride to give 4,6-dimethoxyisatin. The isatin is converted to the target compound via an unstable carboxyl intermedia... Reactants: FC(F)Cl, Cn1[nH]c(Cc2cccc(Cl)c2Cl)cc1=O, [Na+], C1COCCO1, [OH-], O. Yields the product Cn1c(=O)cc(Cc2cccc(Cl)c2Cl)n1C(F)F. RXN SMILES: [Cl:19][CH:20]([F:21])[F:22].[Cl:3][c:4]1[c:5]([CH2:6][c:7]2[cH:8][c:9](=[O:13])[n:10]([CH3:12])[nH:11]2)[cH:14][cH:15][cH:16][c:17]1[Cl:18].[Na+:2].[O:24]1[CH2:25][CH2:26][O:27][CH2:28][CH2:29]1.[OH-:1].[OH2:23]>>[Cl:3][c:4]1[c:5]([CH2:6][c:7]2[cH:8][c:9](=[O:13])[n:10]([CH3:12])[n:11]2[CH:20]([F:21])[F:22])[cH:14][cH:15][cH:16][c:17]1[Cl:18]. Reactants: BrCCC(C1=CC=CC=C1)NC(=O)OC(C)(C)C (3-bromo-1-(tert-butoxycarbonyl)amino-1-phenyl propane), FC1=CC=C(C=C1)C(O)C1CCNCC1 ((4-fluorophenyl)-piperidin-4-yl-methanol). Yields the product hexamethyleneimine, NC(CCN1CCC(CC1)C(O)C1=CC=C(C=C1)F)C1=CC=CC=C1 ([1-(3-Amino-3-phenyl-propyl)-piperidin-4-yl]-(4-fluoro-phenyl)-methanol). RXN SMILES: Br[CH2:2][CH2:3][CH:4]([NH:11]C(OC(C)(C)C)=O)[C:5]1[CH:10]=[CH:9][CH:8]=[CH:7][CH:6]=1.[F:19][C:20]1[CH:25]=[CH:24][C:23]([CH:26]([CH:28]2[CH2:33][CH2:32][NH:31][CH2:30][CH2:29]2)[OH:27])=[CH:22][CH:21]=1>>[NH2:11][CH:4]([C:5]1[CH:6]=[CH:7][CH:8]=[CH:9][CH:10]=1)[CH2:3][CH2:2][N:31]1[CH2:32][CH2:33][CH:28]([CH:26]([C:23]2[CH:22]=[CH:21][C:20]([F:19])=[CH:25][CH:24]=2)[OH:27])[CH2:29][CH2:30]1. Procedure: The procedure given in Example 2 was followed using 3-bromo-1-(tert-butoxycarbonyl)amino-1-phenyl propane and (4-fluorophenyl)-piperidin-4-yl-methanol as reactants, instead of d-1-bromo-2-(tert-butoxycarbonyl)amino-3-phenyl propane and hexamethyleneimine to give [1-(3-Amino-3-phenyl-propyl)-piperidin-4-yl]-(4-fluoro-phenyl)-methanol. Starting materials: Cc1ccc2c3c(ccc2n1)OCC(COS(=O)(=O)c1ccc(Br)cc1)O3, COc1ccc(N2CCNCC2)cc1. Yields the product COc1ccc(N2CCN(CC3COc4ccc5nc(C)ccc5c4O3)CC2)cc1. As a reaction SMILES: [Br:15][c:16]1[cH:17][cH:18][c:19]([S:20]([O:21][CH2:26][CH:27]2[CH2:28][O:29][c:30]3[c:31]([c:32]4[cH:33][cH:34][c:35]([CH3:40])[n:36][c:37]4[cH:38][cH:39]3)[O:41]2)(=[O:22])=[O:23])[cH:24][cH:25]1.[CH3:1][O:2][c:3]1[cH:4][cH:5][c:6]([N:9]2[CH2:10][CH2:11][NH:12][CH2:13][CH2:14]2)[cH:7][cH:8]1>>[CH3:1][O:2][c:3]1[cH:4][cH:5][c:6]([N:9]2[CH2:10][CH2:11][N:12]([CH2:26][CH:27]3[CH2:28][O:29][c:30]4[c:31]([c:32]5[cH:33][cH:34][c:35]([CH3:40])[n:36][c:37]5[cH:38][cH:39]4)[O:41]3)[CH2:13][CH2:14]2)[cH:7][cH:8]1. Reactants: ClC(C(=O)Cl)Cl (dichloroacetyl chloride), ice water, [Al+3].[Cl-].[Cl-].[Cl-] (AlCl3), ClC=CCl (1,2-dichloroethylene). Conditions: time 3 hour. The product is ClC(C(/C(=C/Cl)/Cl)=O)Cl ((Z)-1,1,3,4-tetrachlorobut-3-en-2-one). RXN SMILES: [Cl:1][CH:2]([Cl:6])[C:3](Cl)=[O:4].[Al+3].[Cl-].[Cl-].[Cl-].[Cl:11][CH:12]=[CH:13][Cl:14]>>[Cl:1][CH:2]([Cl:6])[C:3](=[O:4])/[C:13](/[Cl:14])=[CH:12]/[Cl:11] |f:1.2.3.4|. Procedure: At room temperature, dichloroacetyl chloride (50 g, 0.339 mol) was added dropwise (slightly exothermic) to a suspension of AlCl3 (45 g, 0.339 mol) in 1,2-dichloroethylene (49.3 g, 0.508 mol). The reaction mixture was stirred under reflux conditions for 3 h and then at room temperature overnight. The reaction mixture was then stirred into ice water (500 g) (foams and reacts violently) and extracted three times with methylene chloride (200 ml). The combined organic phases were washed once at 10° C... Reactants: IC1=CN(C2=NC=C(N=C21)C2=CC(=C(C(=C2)OC)OC)OC)[Si](C(C)C)(C(C)C)C(C)C (7-Iodo-5-triisopropylsilanyl-2-(3,4,5-trimethoxy-phenyl)-5H-pyrrolo[2,3-b]pyrazine), CCCCCC (hexane), C(C)(C)(C)OC(=O)N1CC(CC1)C(N(C)OC)=O (3-(Methoxy-methyl-carbamoyl)-pyrrolidine-1-carboxylic acid tert-butyl ester). The solvent is C1CCOC1 (THF). Reaction conditions: time 30 second. Yields the product C(C)(C)(C)OC(=O)N1CC(CC1)C(=O)C1=CNC2=NC=C(N=C21)C2=CC(=C(C(=C2)OC)OC)OC (3-[2-(3,4,5-Trimethoxy-phenyl)-5H-pyrrolo[2,3-b]pyrazine-7-carbonyl]-pyrrolidine-1-carboxylic acid tert-butyl ester). As a reaction SMILES: I[C:2]1[C:10]2[C:5](=[N:6][CH:7]=[C:8]([C:11]3[CH:16]=[C:15]([O:17][CH3:18])[C:14]([O:19][CH3:20])=[C:13]([O:21][CH3:22])[CH:12]=3)[N:9]=2)[N:4]([Si](C(C)C)(C(C)C)C(C)C)[CH:3]=1.CCCCCC.[C:39]([O:43][C:44]([N:46]1[CH2:50][CH2:49][CH:48]([C:51](=[O:56])N(OC)C)[CH2:47]1)=[O:45])([CH3:42])([CH3:41])[CH3:40]>C1COCC1>[C:39]([O:43][C:44]([N:46]1[CH2:50][CH2:49][CH:48]([C:51]([C:2]2[C:10]3[C:5](=[N:6][CH:7]=[C:8]([C:11]4[CH:16]=[C:15]([O:17][CH3:18])[C:14]([O:19][CH3:20])=[C:13]([O:21][CH3:22])[CH:12]=4)[N:9]=3)[NH:4][CH:3]=2)=[O:56])[CH2:47]1)=[O:45])([CH3:42])([CH3:41])[CH3:40]. Reported procedure: 7-Iodo-5-triisopropylsilanyl-2-(3,4,5-trimethoxy-phenyl)-5H-pyrrolo[2,3-b]pyrazine 0.057 gm, 0.1 mM was placed in an oven dried flask and 1 ml anhydrous THF was added. The flask was chilled in an Acetone-dry ice slurry and evacuated and refilled 3 times with nitrogen. Via syringe 0.061 ml of 2.13M Buli in hexane solution (0.13 mM, 1.3 eq) was added and the now yellow mixture was stirred for 30 seconds then 3-(Methoxy-methyl-carbamoyl)-pyrrolidine-1-carboxylic acid tert-butyl ester, 0.052 gm, 0.2... Reactants: COC(C1=CC(=C(C=C1)OC)NC(=O)NC1=NC=CN=C1)=O (4-methoxy-3-(3-pyrazin-2-yl-ureido)-benzoic acid methyl ester), [OH-].[Li+] (lithium hydroxide), aqueous solution, Cl (hydrochloric acid). Solvent: CO (methanol). Reaction conditions: temperature 60 celsius, time 12 hour. Product: COC1=C(C=C(C(=O)O)C=C1)NC(=O)NC1=NC=CN=C1 (4-Methoxy-3-(3-pyrazin-2-yl-ureido)-benzoic acid). The yield is 58.0%. As a reaction SMILES: C[O:2][C:3](=[O:22])[C:4]1[CH:9]=[CH:8][C:7]([O:10][CH3:11])=[C:6]([NH:12][C:13]([NH:15][C:16]2[CH:21]=[N:20][CH:19]=[CH:18][N:17]=2)=[O:14])[CH:5]=1.[OH-].[Li+].Cl>CO>[CH3:11][O:10][C:7]1[CH:8]=[CH:9][C:4]([C:3]([OH:22])=[O:2])=[CH:5][C:6]=1[NH:12][C:13]([NH:15][C:16]1[CH:21]=[N:20][CH:19]=[CH:18][N:17]=1)=[O:14] |f:1.2|. Reported procedure: To a stirred solution of 4-methoxy-3-(3-pyrazin-2-yl-ureido)-benzoic acid methyl ester (1.0 g; 3.3 mmol) in methanol (25 mL) was added lithium hydroxide (5 mL of a 2M aqueous solution). The reaction was heated to 60° C. and stirred for 12 hours. The reaction was allowed to cool to room temperature and the pH was adjusted to 5.5 with hydrochloric acid (1N). A precipitate formed which was filtered and dried under reduced pressure to yield an off white solid (58% yield). Reactants: S(=S)(=O)([O-])[O-].[Na+].[Na+] (sodium thiosulfate), BrBr (bromine), COC(CC(C1=CC=C(C=C1)C(=O)C1CCCCC1)C1=CC=CC=C1)=O (methyl3-phenyl-3-[4-(cyclohexylcarbonyl)phenyl]propionate). Solvent: C(Cl)Cl (methylene chloride), C(Cl)Cl (methylene chloride). Reaction conditions: time 16 hour. Product: COC(CC(C1=CC=C(C=C1)C(=O)C1(CCCCC1)Br)C1=CC=CC=C1)=O (methyl3-phenyl-3-[4-((1-bromocyclohexyl)carbonyl)phenyl]propionate). Yield: 62.5%. Reaction SMILES: [Br:1]Br.[CH3:3][O:4][C:5](=[O:28])[CH2:6][CH:7]([C:22]1[CH:27]=[CH:26][CH:25]=[CH:24][CH:23]=1)[C:8]1[CH:13]=[CH:12][C:11]([C:14]([CH:16]2[CH2:21][CH2:20][CH2:19][CH2:18][CH2:17]2)=[O:15])=[CH:10][CH:9]=1.S([O-])([O-])(=O)=S.[Na+].[Na+]>C(Cl)Cl>[CH3:3][O:4][C:5](=[O:28])[CH2:6][CH:7]([C:22]1[CH:23]=[CH:24][CH:25]=[CH:26][CH:27]=1)[C:8]1[CH:13]=[CH:12][C:11]([C:14]([C:16]2([Br:1])[CH2:21][CH2:20][CH2:19][CH2:18][CH2:17]2)=[O:15])=[CH:10][CH:9]=1 |f:2.3.4|. Reported procedure: A solution of 7.32 g (44.5 mmol) of bromine in 10 ml of methylene chloride is added dropwise at room temperature to a mixture of 10.18 g (37.10 mmol) of methyl3-phenyl-3-[4-(cyclohexylcarbonyl)phenyl]propionate in 250 ml of methylene chloride. The mixture is stirred for 16 hours at room temperature after which the reaction mixture is poured into a 5% aqueous sodium thiosulfate solution and stirred for 10 minutes. The organic layer is washed twice with 5% aqueous sodium thiosulfate solution, once...